This data is from the Open Reaction Database (ORD), a public repository of structured organic reaction records. The task is: describe an organic reaction: reactants, conditions, products, and yield Reactants: N1N=NN=C1 (tetrazole), [OH-].C(CCC)[N+](CCCC)(CCCC)CCCC (tetrabutylammonium hydroxide), FC=1C(=NC=CC1)C#N (3-fluoro-2-cyanopyridine), FC=1C(=NC=CC1)C#N (3-fluoro-2-cyanopyridine). Solvent: CN(C)C=O (DMF). Conditions: time 4 day. Yields the product N1(N=NN=C1)C=1C(=NC=CC1)C#N (3-(tetrazol-1-yl)cyanopyridine), EtOAc-hexanes. RXN SMILES: [NH:1]1[CH:5]=[N:4][N:3]=[N:2]1.[OH-].C([N+](CCCC)(CCCC)CCCC)CCC.F[C:25]1[C:26]([C:31]#[N:32])=[N:27][CH:28]=[CH:29][CH:30]=1>CN(C=O)C>[N:1]1([C:25]2[C:26]([C:31]#[N:32])=[N:27][CH:28]=[CH:29][CH:30]=2)[CH:5]=[N:4][N:3]=[N:2]1 |f:1.2|. Reported procedure: To a stirred solution of tetrazole (1.0 g; 14 mmol) in DMF (150 mL) was added 40% aqueous tetrabutylammonium hydroxide (7.8 g; 12 mmol). The solvent was removed under reduced pressure. To ensure removal of all the water from the tetrabutylammonium hydroxide solution, the residue was redissolved in DMF and the solution was evaporated under reduced pressure. This procedure was repeated a total of three times. The residue was then dissolved in DMF (60 mL) and 3-fluoro-2-cyanopyridine (1.5 g; 12 mmo... The reactants are CCOC(=O)COc1ccc(N2CCN(CCC3CCN(C(=O)OC(C)(C)C)CC3)C(=O)C2)cc1, Cl. Yields the product Cl, CCOC(=O)COc1ccc(N2CCN(CCC3CCNCC3)C(=O)C2)cc1. RXN SMILES: [C:1]([O:2][C:3](=[O:4])[N:8]1[CH2:9][CH2:10][CH:11]([CH2:14][CH2:15][N:16]2[C:17](=[O:35])[CH2:18][N:19]([c:22]3[cH:23][cH:24][c:25]([O:28][CH2:29][C:30](=[O:31])[O:32][CH2:33][CH3:34])[cH:26][cH:27]3)[CH2:20][CH2:21]2)[CH2:12][CH2:13]1)([CH3:5])([CH3:6])[CH3:7].[ClH:36]>>[ClH:36].[NH:8]1[CH2:9][CH2:10][CH:11]([CH2:14][CH2:15][N:16]2[C:17](=[O:35])[CH2:18][N:19]([c:22]3[cH:23][cH:24][c:25]([O:28][CH2:29][C:30](=[O:31])[O:32][CH2:33][CH3:34])[cH:26][cH:27]3)[CH2:20][CH2:21]2)[CH2:12][CH2:13]1. The reactants are BrC1=CC=C(C=C)C=C1 (4-bromostyrene), C(=O)C=C (acrolein), C(C(=C)C)(=O)[O-] (methacrylate), CC(C)(C#N)N=NC(C)(C)C#N (AIBN), CC(COC)OC(=O)C (PGMEA). Conditions: temperature 67 celsius. The product is BrC=CC1=CC=CC=C1.C(=O)C=C.C(C(=C)C)(=O)[O-] (bromostyrene acrolein methacrylate). Reaction SMILES: [Br:1][C:2]1C=CC(C=C)=CC=1.[CH:10]([CH:12]=[CH2:13])=O.[C:14]([O-:19])(=[O:18])[C:15]([CH3:17])=[CH2:16].CC(N=NC(C#N)(C)C)(C#N)C.[CH3:32][CH:33](OC(C)=O)[CH2:34][O:35]C>>[Br:1][CH:2]=[CH:14][C:15]1[CH:17]=[CH:13][CH:12]=[CH:10][CH:16]=1.[CH:34]([CH:33]=[CH2:32])=[O:35].[C:14]([O-:19])(=[O:18])[C:15]([CH3:17])=[CH2:16] |f:5.6.7|. Procedure details: 3 g of 4-bromostyrene, 4 g of acrolein, 3 g of methacrylate and 0.2 g of AIBN were sufficiently mixed with 50 g of PGMEA. The mixture was polymerized by heating the mixture at 67° C. for 8 hours. After completion of the polymerization, the polymerization product was precipitated in n-hexane, filtered, and dried in vacuo to give a poly(bromostyrene-acrolein-methacrylate) copolymer.